From a dataset of the Open Reaction Database (ORD), a public repository of structured organic reaction records. describe an organic reaction: reactants, conditions, products, and yield Reactants: C(C)(C)(C)OC(=O)N1CCC(=CC1)C1=CC=C(C=2N=C(SC21)N)OC (4-(2-amino-4-methoxy-benzothiazol-7-yl)-3,6-dihydro-2H-pyridine-1-carboxylic acid tert-butyl ester), C(C)N(C(C)C)C(C)C (ethyl diisopropyl amine), 4-(2-chloromethyl)-isonicotinic acid chloride, C1CCOC1 (THF), CO (methanol). The solvent is ClCCl (dichloro methane). Run at time 72 hour. The product is C(C)(C)(C)OC(=O)N1CCC(=CC1)C1=CC=C(C=2N=C(SC21)NC(=O)C2=CC(=NC=C2)C)OC (4-{4-methoxy-2-[(2-methyl-pyridine-4-carbonyl)-amino]-benzothiazol-7-yl}-3,6-dihydro-2H-pyridine-1-carboxylic acid tert-butyl ester). Isolated yield 69.0%. Reaction SMILES: [C:1]([O:5][C:6]([N:8]1[CH2:13][CH:12]=[C:11]([C:14]2[C:22]3[S:21][C:20]([NH2:23])=[N:19][C:18]=3[C:17]([O:24][CH3:25])=[CH:16][CH:15]=2)[CH2:10][CH2:9]1)=[O:7])([CH3:4])([CH3:3])[CH3:2].C([N:28]([CH:32]([CH3:34])[CH3:33])[CH:29]([CH3:31])C)C.CO.C1C[O:40][CH2:39][CH2:38]1>ClCCl>[C:1]([O:5][C:6]([N:8]1[CH2:9][CH:10]=[C:11]([C:14]2[C:22]3[S:21][C:20]([NH:23][C:39]([C:38]4[CH:31]=[CH:29][N:28]=[C:32]([CH3:33])[CH:34]=4)=[O:40])=[N:19][C:18]=3[C:17]([O:24][CH3:25])=[CH:16][CH:15]=2)[CH2:12][CH2:13]1)=[O:7])([CH3:4])([CH3:3])[CH3:2]. Procedure: To a solution of 0.35 g (0.97 mMol) 4-(2-amino-4-methoxy-benzothiazol-7-yl)-3,6-dihydro-2H-pyridine-1-carboxylic acid tert-butyl ester in 20 ml THF were added 0.365 ml ethyl diisopropyl amine and 0.2 g (1.10 mMol) 4-(2-chloromethyl)-isonicotinic acid chloride, dissolved in 10 ml dichloro methane. The reaction mixture was stirred at room temperature for 72 h. Then 5 ml methanol were added. The solvent was evaporated to dryness, the residue taken up in dichloro methane and washed with water and br... Reactants: CCCn1nc(C(=O)OCC)cc1CC(C)(C)NC(=O)OC(C)(C)C, CO, CC(=O)O, [Li+], [OH-], O. Product: CCCn1nc(C(=O)O)cc1CC(C)(C)NC(=O)OC(C)(C)C. As a reaction SMILES: [C:5]([CH3:6])([CH3:7])([CH3:8])[O:9][C:10](=[O:11])[NH:12][C:13]([CH2:14][c:15]1[cH:16][c:17]([C:23](=[O:24])[O:25][CH2:26][CH3:27])[n:18][n:19]1[CH2:20][CH2:21][CH3:22])([CH3:28])[CH3:29].[CH3:1][OH:2].[CH3:30][C:31](=[O:32])[OH:33].[Li+:3].[OH-:4].[OH2:34]>>[C:5]([CH3:6])([CH3:7])([CH3:8])[O:9][C:10](=[O:11])[NH:12][C:13]([CH2:14][c:15]1[cH:16][c:17]([C:23](=[O:24])[OH:25])[n:18][n:19]1[CH2:20][CH2:21][CH3:22])([CH3:28])[CH3:29]. Starting materials: C(C)(C)N(CC)C(C)C (diisopropylethylamine), NCC1(CCCCC1)CC(=O)O (1-(aminomethyl)cyclohexaneacetic acid), C(C)(C)N(CC)C(C)C (diisopropylethylamine), BrCC=1C=C(C=CC1)O (3-bromomethylphenol), ClC(Cl)(Cl)OC(OC(Cl)(Cl)Cl)=O (bis(trichloromethyl)carbonate). The solvent is CCl (methyl chloride), C(C)(=O)OCC (ethyl acetate), CN(C=O)C (dimethylformamide), C(Cl)Cl (methylene chloride). The product is BrCC=1C=C(OC(=O)NCC2(CCCCC2)CC(=O)O)C=CC1 (1-[3-(bromomethyl)phenoxycarbonylaminomethyl)cyclohexaneacetic acid), oil. Reaction SMILES: [Br:1][CH2:2][C:3]1[CH:4]=[C:5]([OH:9])[CH:6]=[CH:7][CH:8]=1.Cl[C:11]([O:14]C(=O)OC(Cl)(Cl)Cl)(Cl)Cl.C(N(C(C)C)CC)(C)C.[NH2:31][CH2:32][C:33]1([CH2:39][C:40]([OH:42])=[O:41])[CH2:38][CH2:37][CH2:36][CH2:35][CH2:34]1>C(Cl)Cl.CCl.CN(C)C=O.C(OCC)(=O)C>[Br:1][CH2:2][C:3]1[CH:4]=[C:5]([CH:6]=[CH:7][CH:8]=1)[O:9][C:11]([NH:31][CH2:32][C:33]1([CH2:39][C:40]([OH:42])=[O:41])[CH2:38][CH2:37][CH2:36][CH2:35][CH2:34]1)=[O:14]. Procedure: To a suspension of 3-bromomethylphenol (0.50 g, 2.67 mmol) in methylene chloride (8 ml), bis(trichloromethyl)carbonate (triphosgene, 0.368 g, 1.24 mmol) dissolved in methyl chloride (2 ml) and diisopropylethylamine (0.466 ml, 2.67 mmol) were cool added. The solution thus obtained was stirred one night at room temperature and then refluxed for 2 hours, This cooled solution was then dropped in a suspension of 1-(aminomethyl)cyclohexaneacetic acid (gabapentin, 0.911 g, 5.35 mmol) and diisopropyleth... Run at time 1 hour. As a reaction SMILES: FC(F)(F)C(O)=O.[CH3:8][O:9][CH2:10][CH2:11][N:12]1[CH2:18][C@H:17]([C:19]2[CH:24]=[CH:23][CH:22]=[CH:21][CH:20]=2)[CH2:16][CH2:15][C@@H:14]([NH:25]C(=O)OC(C)(C)C)[C:13]1=[O:33]>ClCCl>[NH2:25][C@@H:14]1[CH2:15][CH2:16][C@@H:17]([C:19]2[CH:20]=[CH:21][CH:22]=[CH:23][CH:24]=2)[CH2:18][N:12]([CH2:11][CH2:10][O:9][CH3:8])[C:13]1=[O:33]. The reactants are FC(C(=O)O)(F)F (Trifluoroacetic acid), COCCN1C([C@@H](CC[C@H](C1)C1=CC=CC=C1)NC(OC(C)(C)C)=O)=O (tert-butyl (3R,6S)-1-(2-methoxyethyl)-2-oxo-6-phenylazepan-3-ylcarbamate). Product: N[C@H]1C(N(C[C@@H](CC1)C1=CC=CC=C1)CCOC)=O ((3R,6S)-3-Amino-1-(2-methoxyethyl)-6-phenyl azepan-2-one). Solvent: ClCCl (dichloromethane). Reported procedure: Trifluoroacetic acid (2.5 mL) was added to a solution of tert-butyl (3R,6S)-1-(2-methoxyethyl)-2-oxo-6-phenylazepan-3-ylcarbamate (41 mg, 0.113 mmol) in dichloromethane (5 mL). After 1 h, the solution was concentrated. Saturated aqueous sodium bicarbonate solution was added and the mixture was extracted with dichloromethane (3×). The combined organic extracts were washed with saturated brine, dried over magnesium sulfate, filtered and concentrated. MS 263 (M+1). 1H NMR (500 MHz, CDCl3) δ 7.32 (t... The reactants are BrC1=C(CO)C=CC=C1 (2-bromobenzylalcohol), C(=C)OCC (ethyl vinyl ether), C([O-])(O)=O.[Na+] (sodium bicarbonate). Reagents/catalysts: C1(=CC=C(C=C1)S(=O)(=O)[O-])C.[NH+]1=CC=CC=C1 (Pyridinium p-toluenesulfonate). Run in ClCCl (dichloromethane). Conditions: time 3 hour. The product is BrC1=C(C=CC=C1)COC(C)OCC (1-bromo-2-(1-ethoxyethyl)oxymethylbenzene). Isolated yield 98.2%. As a reaction SMILES: [Br:1][C:2]1[CH:9]=[CH:8][CH:7]=[CH:6][C:3]=1[CH2:4][OH:5].[CH:10]([O:12][CH2:13][CH3:14])=[CH2:11].C(=O)(O)[O-].[Na+]>C1(C)C=CC(S([O-])(=O)=O)=CC=1.[NH+]1C=CC=CC=1.ClCCl>[Br:1][C:2]1[CH:9]=[CH:8][CH:7]=[CH:6][C:3]=1[CH2:4][O:5][CH:10]([O:12][CH2:13][CH3:14])[CH3:11] |f:2.3,4.5|. Procedure details: Pyridinium p-toluenesulfonate (0.50 g, 0.002 mol) was added to a mixture of 2-bromobenzylalcohol (18.70 g, 0.1 mol), dichloromethane (150 ml) and ethyl vinyl ether (14.42 g, 0.2 mol) under ice-cooling, and the mixture was stirred at room temperature for 3 hours. After completion of the reaction, half-saturated aqueous sodium bicarbonate solution (300 ml) was added, and the mixture was extracted with dichloromethane (100 ml) twice. The extracts were dried over anhydrous magnesium sulfate and conc... Starting materials: C(CCC)OC=1C(C(C1NC(CC)(C)C)=O)=O (3-butoxy-4-(1,1-dimethyl-propylamino)-cyclobut-3-ene-1,2-dione), ClC1=C(CN)C=CC=C1Cl (2,3-dichlorobenzylamine). The solvent is O1CCCC1 (Tetrahydrofuran). Product: ClC1=C(CNC=2C(C(C2NC(CC)(C)C)=O)=O)C=CC=C1Cl (3-(2,3-Dichloro-benzylamino)-4-(1,1-dimethyl-propylamino)-cyclobut-3-ene-1,2-dione). The yield is 90.8%. As a reaction SMILES: C(O[C:6]1[C:7](=[O:17])[C:8](=[O:16])[C:9]=1[NH:10][C:11]([CH3:15])([CH3:14])[CH2:12][CH3:13])CCC.[Cl:18][C:19]1[C:26]([Cl:27])=[CH:25][CH:24]=[CH:23][C:20]=1[CH2:21][NH2:22]>O1CCCC1>[Cl:18][C:19]1[C:26]([Cl:27])=[CH:25][CH:24]=[CH:23][C:20]=1[CH2:21][NH:22][C:6]1[C:7](=[O:17])[C:8](=[O:16])[C:9]=1[NH:10][C:11]([CH3:14])([CH3:15])[CH2:12][CH3:13]. Reported procedure: Tetrahydrofuran (12 mL), 3-butoxy-4-(1,1-dimethyl-propylamino)-cyclobut-3-ene-1,2-dione (1,20 g, 5.0 mmol) and 2,3-dichlorobenzylamine (0.88 g, 5.0 mmol) were stirred together at room temperature for 64 hours. The residue remaining after removal of solvent was trituated thoroughly with diethyl ether and dried to give 1.55 g of a white solid. Recrystallization (four times) of the crude product from acetonitrile provided 0.796 g of the title compound as a white solid: mp 222°-223° C. (softens 218°...